This data is from the Open Reaction Database (ORD), a public repository of structured organic reaction records. The task is: describe an organic reaction: reactants, conditions, products, and yield Starting materials: COc1cc(C(C)C)c2c(c1)S(=O)(=O)N(CBr)C2=O, COc1ccc(-n2nc(C(F)(F)F)cc2O)cc1, [F-], [K+], CN(C)C=O, O. The product is COc1ccc(-n2nc(C(F)(F)F)cc2OCN2C(=O)c3c(C(C)C)cc(OC)cc3S2(=O)=O)cc1. As a reaction SMILES: [Br:19][CH2:20][N:21]1[S:22](=[O:36])(=[O:37])[c:23]2[c:24]([c:27]([CH:33]([CH3:34])[CH3:35])[cH:28][c:29]([O:31][CH3:32])[cH:30]2)[C:25]1=[O:26].[CH3:1][O:2][c:3]1[cH:4][cH:5][c:6](-[n:9]2[n:10][c:11]([C:15]([F:16])([F:17])[F:18])[cH:12][c:13]2[OH:14])[cH:7][cH:8]1.[F-:38].[K+:39].[O:40]=[CH:41][N:42]([CH3:43])[CH3:44].[OH2:45]>>[CH3:1][O:2][c:3]1[cH:4][cH:5][c:6](-[n:9]2[n:10][c:11]([C:15]([F:16])([F:17])[F:18])[cH:12][c:13]2[O:14][CH2:20][N:21]2[S:22](=[O:36])(=[O:37])[c:23]3[c:24]([c:27]([CH:33]([CH3:34])[CH3:35])[cH:28][c:29]([O:31][CH3:32])[cH:30]3)[C:25]2=[O:26])[cH:7][cH:8]1. The reactants are NC1[C@@H]2N(C(=C(CS2)CSC=2N=[N+](C(=CC2)C)[O-])C(=O)O)C1=O (7-amino-3-(6-methyl-1-oxidopyridazin-3-yl)thiomethyl-3-cephem-4-carboxylic acid), C=C1CC(=O)O1 (diketene), C(O)([O-])=O.[Na+] (sodium hydrogen carbonate), O (water). Solvent: CC(=O)C (acetone). Yields the product C(CC(=O)C)(=O)NC1[C@@H]2N(C(=C(CS2)CSC=2N=[N+](C(=CC2)C)[O-])C(=O)O)C1=O (7-acetoacetamido-3-(6-methyl-1-oxidopyridazin-3-yl) thiomethyl-3-cephem-4-carboxylic acid). Reaction SMILES: [NH2:1][CH:2]1[C:22](=[O:23])[N:4]2[C:5]([C:19]([OH:21])=[O:20])=[C:6]([CH2:9][S:10][C:11]3[N:12]=[N+:13]([O-:18])[C:14]([CH3:17])=[CH:15][CH:16]=3)[CH2:7][S:8][C@H:3]12.C(=O)([O-])O.[Na+].O.[CH2:30]=[C:31]1[O:35][C:33](=[O:34])[CH2:32]1>CC(C)=O>[C:33]([NH:1][CH:2]1[C:22](=[O:23])[N:4]2[C:5]([C:19]([OH:21])=[O:20])=[C:6]([CH2:9][S:10][C:11]3[N:12]=[N+:13]([O-:18])[C:14]([CH3:17])=[CH:15][CH:16]=3)[CH2:7][S:8][C@H:3]12)(=[O:34])[CH2:32][C:31]([CH3:30])=[O:35] |f:1.2|. Procedure: A mixture of 0.354 g. of 7-amino-3-(6-methyl-1-oxidopyridazin-3-yl)thiomethyl-3-cephem-4-carboxylic acid, 0.42 g. of sodium hydrogen carbonate, 5 ml. of water and 5 ml. of acetone is cooled to 5° C and under stirring, 0.2 g. of diketene is added. The mixture is further stirred at room temperature for 30 minutes. The acetone is distilled off under reduced pressure and the residue is washed with ethyl acetate. The water layer is separated, brought to pH 2 with 50 % phosphoric acid, saturated with ... Reactants: OCCCN1N=CC(=C1)C=1C=CC(=C2C(N(CC12)C)=O)NC1=NC(=NC=C1C(F)(F)F)NC1=C(C=C(CP(OCC)(OCC)=O)C=C1)OC (diethyl (4-{[4-({7-[1-(3-hydroxypropyl)-1H-pyrazol-4-yl]-2-methyl-3-oxo-2,3-dihydro-1H-isoindol-4-yl}amino)-5-(trifluoromethyl)pyrimidin-2-yl]amino}-3-methoxybenzyl)phosphonate), NC1=C(C(=O)N(CC)CC)C=C(C=C1)C=1C=NN(C1)CCCO (2-amino-N,N-diethyl-5-[1-(3-hydroxypropyl)-1H-pyrazol-4-yl]benzamide), NC1=C(C(=O)N(CC)CC)C=C(C=C1)C=1C=NN(C1)CCCO (2-amino-N,N-diethyl-5-[1-(3-hydroxypropyl)-1H-pyrazol-4-yl]benzamide), ClC1=NC(=NC=C1C(F)(F)F)NC1=C(C=C(CP(OCC)(OCC)=O)C=C1)OC (diethyl (4-{[4-chloro-5-(trifluoromethyl)pyrimidin-2-yl]amino}-3-methoxybenzyl)phosphonate), ClC1=NC(=NC=C1C(F)(F)F)NC1=C(C=C(CP(OCC)(OCC)=O)C=C1)OC (diethyl (4-{[4-chloro-5-(trifluoromethyl)pyrimidin-2-yl]amino}-3-methoxybenzyl)phosphonate). Yields the product C(C)N(C(=O)C1=C(C=CC(=C1)C=1C=NN(C1)CCCO)NC1=NC(=NC=C1C(F)(F)F)NC1=C(C=C(CP(OCC)(OCC)=O)C=C1)OC)CC (Diethyl (4-{[4-({2-(diethylcarbamoyl)-4-[1-(3-hydroxypropyl)-1H-pyrazol-4-yl]phenyl}amino)-5-(trifluoromethyl)pyrimidin-2-yl]amino}-3-methoxybenzyl)phosphonate). Yield: 50.1%. Reaction SMILES: OCCCN1C=C(C2C=CC(NC3C(C(F)(F)F)=CN=C(NC4C=CC(CP(=O)(OCC)OCC)=CC=4OC)N=3)=C3C=2CN(C)C3=O)C=N1.Cl[C:51]1[C:56]([C:57]([F:60])([F:59])[F:58])=[CH:55][N:54]=[C:53]([NH:61][C:62]2[CH:76]=[CH:75][C:65]([CH2:66][P:67](=[O:74])([O:71][CH2:72][CH3:73])[O:68][CH2:69][CH3:70])=[CH:64][C:63]=2[O:77][CH3:78])[N:52]=1.[NH2:79][C:80]1[CH:92]=[CH:91][C:90]([C:93]2[CH:94]=[N:95][N:96]([CH2:98][CH2:99][CH2:100][OH:101])[CH:97]=2)=[CH:89][C:81]=1[C:82]([N:84]([CH2:87][CH3:88])[CH2:85][CH3:86])=[O:83]>>[CH2:87]([N:84]([CH2:85][CH3:86])[C:82]([C:81]1[CH:89]=[C:90]([C:93]2[CH:94]=[N:95][N:96]([CH2:98][CH2:99][CH2:100][OH:101])[CH:97]=2)[CH:91]=[CH:92][C:80]=1[NH:79][C:51]1[C:56]([C:57]([F:59])([F:58])[F:60])=[CH:55][N:54]=[C:53]([NH:61][C:62]2[CH:76]=[CH:75][C:65]([CH2:66][P:67](=[O:74])([O:68][CH2:69][CH3:70])[O:71][CH2:72][CH3:73])=[CH:64][C:63]=2[O:77][CH3:78])[N:52]=1)=[O:83])[CH3:88]. Procedure details: Prepared analogously to Compound 1B using diethyl (4-{[4-chloro-5-(trifluoromethyl)pyrimidin-2-yl]amino}-3-methoxybenzyl)phosphonate (Compound 1 E, 282.1 mg, 0.62 mmol) and 2-amino-N,N-diethyl-5-[1-(3-hydroxypropyl)-1H-pyrazol-4-yl]benzamide (Compound 3C, 196.7 mg, 0.62 mmol) to afford 228 mg of the title compound (50%). 1H NMR (400 MHz, CD3OD) δ 8.33 (br. s., 1H), 8.18 (s, 1H), 7.97 (s, 1H), 7.77 (dd, J=2.02, 8.34 Hz, 1H), 7.59-7.67 (m, 2H), 7.57 (d, J=8.08 Hz, 1H), 6.97 (br. s., 1H), 6.57 (br.... Starting materials: C(C)(C)(C)OC(N(C)CCCCNCC1=NC=CC=C1F)=O ({4-[(3-fluoro-pyridin-2-ylmethyl)-amino]-butyl}-methyl-carbamic acid tert-butyl ester), C(=O)(C(F)(F)F)O (TFA), NCCCCN(CC1=NC=C(C=C1C)C)CC1=C(C(=O)O)C=CC=N1 (2-{[(4-Amino-butyl)-(3,5-dimethyl-pyridin-2-ylmethyl)-amino]-methyl}-nicotinic acid), ClC1=CC=C(C=C1)C(C)(C)C=1C(=NC=CC1)C=O (3-[1-(4-chloro-phenyl)-1-methyl-ethyl]-pyridine-2-carbaldehyde), [BH-](OC(=O)C)(OC(=O)C)OC(=O)C.[Na+] (NaBH(OAc)3). Yields the product ClC1=CC=C(C=C1)C(C)(C)C=1C(=NC=CC1)CN(CCCCNC)CC1=NC=CC=C1F (N-{3-[1-(4-chloro-phenyl)-1-methyl-ethyl]-pyridin-2-ylmethyl}-N-(3-fluoro-pyridin-2-ylmethyl)-N′-methyl-butane-1,4-diamine). RXN SMILES: C(OC(=O)[N:7]([CH2:9][CH2:10][CH2:11][CH2:12][NH:13][CH2:14][C:15]1[C:20]([F:21])=[CH:19][CH:18]=[CH:17][N:16]=1)[CH3:8])(C)(C)C.[Cl:23][C:24]1[CH:29]=[CH:28][C:27]([C:30]([C:33]2[C:34]([CH:39]=O)=[N:35][CH:36]=[CH:37][CH:38]=2)([CH3:32])[CH3:31])=[CH:26][CH:25]=1.[BH-](OC(C)=O)(OC(C)=O)OC(C)=O.[Na+].C(O)(C(F)(F)F)=O.NCCCCN(CC1N=CC=CC=1C(O)=O)CC1C(C)=CC(C)=CN=1>>[Cl:23][C:24]1[CH:25]=[CH:26][C:27]([C:30]([C:33]2[C:34]([CH2:39][N:13]([CH2:14][C:15]3[C:20]([F:21])=[CH:19][CH:18]=[CH:17][N:16]=3)[CH2:12][CH2:11][CH2:10][CH2:9][NH:7][CH3:8])=[N:35][CH:36]=[CH:37][CH:38]=2)([CH3:32])[CH3:31])=[CH:28][CH:29]=1 |f:2.3|. Procedure details: Using General Procedure B, {4-[(3-fluoro-pyridin-2-ylmethyl)-amino]-butyl}-methyl-carbamic acid tert-butyl ester, 3-[1-(4-chloro-phenyl)-1-methyl-ethyl]-pyridine-2-carbaldehyde and NaBH(OAc)3 were reacted to give a pale yellow oil. Deprotection with TFA using General Procedure F and conversion to the HBr salt using General Procedure D gave a white solid. 1H NMR (D2O) δ 1.21-1.25 (m, 2H), 1.36-1.42 (m, 2H), 1.67 (s, 6H), 2.30-2.36 (m, 2H), 2.65 (s, 3H), 2.89-2.91 (m, 2H), 3.75 (s, 2H), 4.10 (s, 2...